From a dataset of the Open Reaction Database (ORD), a public repository of structured organic reaction records. describe an organic reaction: reactants, conditions, products, and yield The reactants are BrC=1C=C(C#N)C=CC1OCCC1=CSC=C1 (3-bromo-4-(2-thiophen-3-yl-ethoxy)-benzonitrile), C1(=CC=CC=C1)P(C1=CC=CC=C1)C1=CC=CC=C1 (triphenylphosphine), C([O-])([O-])=O.[K+].[K+] (potassium carbonate). Reagents/catalysts: C(C)(=O)[O-].[Pd+2].C(C)(=O)[O-] (palladium acetate). Run in CN(C)C=O (DMF), C(C)(=O)OCC (ethyl acetate). Reaction conditions: temperature 90 celsius. Yields the product S1C=CC=2CCOC3=C(C12)C=C(C=C3)C#N (4,5-dihydro-6-oxa-1-thia-benzo[e]azulene-9-carbonitrile). RXN SMILES: Br[C:2]1[CH:3]=[C:4]([CH:7]=[CH:8][C:9]=1[O:10][CH2:11][CH2:12][C:13]1[CH:17]=[CH:16][S:15][CH:14]=1)[C:5]#[N:6].C1(P(C2C=CC=CC=2)C2C=CC=CC=2)C=CC=CC=1.C(=O)([O-])[O-].[K+].[K+]>CN(C=O)C.C(OCC)(=O)C.C([O-])(=O)C.[Pd+2].C([O-])(=O)C>[S:15]1[C:14]2[C:2]3[CH:3]=[C:4]([C:5]#[N:6])[CH:7]=[CH:8][C:9]=3[O:10][CH2:11][CH2:12][C:13]=2[CH:17]=[CH:16]1 |f:2.3.4,7.8.9|. Reported procedure: To a solution of 3-bromo-4-(2-thiophen-3-yl-ethoxy)-benzonitrile (4.50 g) in DMF (20 mL) was added palladium acetate (327 mg), triphenylphosphine (766 mg) and potassium carbonate (4.03 g) and the reaction heated at 90° C. for 16 h. After cooling to room temperature the mixture was diluted with ethyl acetate (60 ml) and filtered. The filtrate was washed with brine (80 mL), dried (MgSO4), reduced in vacuo and purified on silica to give 4,5-dihydro-6-oxa-1-thia-benzo[e]azulene-9-carbonitrile.